This data is from the Open Reaction Database (ORD), a public repository of structured organic reaction records. The task is: describe an organic reaction: reactants, conditions, products, and yield Starting materials: ClC=1C=C(C=CC1Cl)C1(CNCC1)CCO (2-[3-(3,4-dichloro-phenyl)-pyrrolidin-3-yl]-ethanol), COC=1C=C(C(=O)Cl)C=C(C1)OC (3,5-dimethoxy-benzoyl chloride). Product: ClC=1C=C(C=CC1Cl)C1(CN(CC1)C(C1=CC(=CC(=C1)OC)OC)=O)CCO (2-[3-(3,4-dichloro-phenyl)-1-(3,5-dimethoxy-benzoyl)-pyrrolidin-3-yl]-ethanol). As a reaction SMILES: [Cl:1][C:2]1[CH:3]=[C:4]([C:9]2([CH2:14][CH2:15][OH:16])[CH2:13][CH2:12][NH:11][CH2:10]2)[CH:5]=[CH:6][C:7]=1[Cl:8].[CH3:17][O:18][C:19]1[CH:20]=[C:21]([CH:25]=[C:26]([O:28][CH3:29])[CH:27]=1)[C:22](Cl)=[O:23]>>[Cl:1][C:2]1[CH:3]=[C:4]([C:9]2([CH2:14][CH2:15][OH:16])[CH2:13][CH2:12][N:11]([C:22](=[O:23])[C:21]3[CH:25]=[C:26]([O:28][CH3:29])[CH:27]=[C:19]([O:18][CH3:17])[CH:20]=3)[CH2:10]2)[CH:5]=[CH:6][C:7]=1[Cl:8]. Procedure details: The method of example 3.1 was used with 2-[3-(3,4-dichloro-phenyl)-pyrrolidin-3-yl]-ethanol (1 mmol) and 3,5-dimethoxy-benzoyl chloride (1 mmol) to prepare the title compound. Chromatography on silica gel eluting sequentially with ethyl acetate and then 6% methanol in dichloromethane gave the title compound. The reactants are CCNc1ccccc1, ClCCl, O=S(=O)([O-])C(F)(F)F, FC(F)(F)C[I+]c1ccccc1. The product is CCN(CC(F)(F)F)c1ccccc1. Reaction SMILES: [CH2:21]([CH3:22])[NH:23][c:24]1[cH:25][cH:26][cH:27][cH:28][cH:29]1.[CH2:30]([Cl:31])[Cl:32].[F:1][C:2]([F:3])([F:4])[S:5]([O-:6])(=[O:7])=[O:8].[F:9][C:10]([CH2:11][I+:12][c:13]1[cH:14][cH:15][cH:16][cH:17][cH:18]1)([F:19])[F:20]>>[F:9][C:10]([CH2:11][N:23]([CH2:21][CH3:22])[c:24]1[cH:25][cH:26][cH:27][cH:28][cH:29]1)([F:19])[F:20].